This data is from the Open Reaction Database (ORD), a public repository of structured organic reaction records. The task is: describe an organic reaction: reactants, conditions, products, and yield Reactants: C(C)(C)(C)OC(COC=1C=C2C=C(NC2=CC1)C(NC1=C(C=CC=C1)NC(=O)OC(C)(C)C)=O)=O ([2-(2-tert-Butoxycarbonylamino-phenylcarbamoyl)-1H-indol-5-yloxy]-acetic acid tert-butyl ester), NC1=C(C=CC=C1)NC(=O)C1=CC2=C(S1)C=CC(=C2)OCC(=O)O ([2-(2-Amino-phenylcarbamoyl)-benzo[b]thiophen-5-yloxy]-acetic acid). The product is NC1=C(C=CC=C1)NC(=O)C=1NC2=CC=C(C=C2C1)OCC(=O)O ([2-(2-Amino-phenylcarbamoyl)-1H-indol-5-yloxy]-acetic acid). Reaction SMILES: C([O:5][C:6](=[O:35])[CH2:7][O:8][C:9]1[CH:10]=[C:11]2[C:15](=[CH:16][CH:17]=1)[NH:14][C:13]([C:18](=[O:34])[NH:19][C:20]1[CH:25]=[CH:24][CH:23]=[CH:22][C:21]=1[NH:26]C(OC(C)(C)C)=O)=[CH:12]2)(C)(C)C.NC1C=CC=CC=1NC(C1SC2C=CC(OCC(O)=O)=CC=2C=1)=O>>[NH2:26][C:21]1[CH:22]=[CH:23][CH:24]=[CH:25][C:20]=1[NH:19][C:18]([C:13]1[NH:14][C:15]2[C:11]([CH:12]=1)=[CH:10][C:9]([O:8][CH2:7][C:6]([OH:35])=[O:5])=[CH:17][CH:16]=2)=[O:34]. Procedure details: was prepared from [2-(2-tert-Butoxycarbonylamino-phenylcarbamoyl)-1H-indol-5-yloxy]-acetic acid tert-butyl ester (50) in an analogous manner to that described for the preparation of (45) example 19, step 2; mp.: >250° C. (decomposition). The reactants are CSc1nccc(-c2ccc(S(=O)(=O)Cl)s2)n1, CCOC(=O)Cc1csc(N)n1. Yields the product CCOC(=O)Cc1csc(NS(=O)(=O)c2ccc(-c3ccnc(SC)n3)s2)n1. Reaction SMILES: [CH3:13][S:14][c:15]1[n:16][cH:17][cH:18][c:19](-[c:21]2[cH:22][cH:23][c:24]([S:26](=[O:27])(=[O:28])[Cl:29])[s:25]2)[n:20]1.[NH2:1][c:2]1[s:3][cH:4][c:5]([CH2:7][C:8](=[O:9])[O:10][CH2:11][CH3:12])[n:6]1>>[NH:1]([c:2]1[s:3][cH:4][c:5]([CH2:7][C:8](=[O:9])[O:10][CH2:11][CH3:12])[n:6]1)[S:26]([c:24]1[cH:23][cH:22][c:21](-[c:19]2[cH:18][cH:17][n:16][c:15]([S:14][CH3:13])[n:20]2)[s:25]1)(=[O:27])=[O:28].